This data is from the Open Reaction Database (ORD), a public repository of structured organic reaction records. The task is: describe an organic reaction: reactants, conditions, products, and yield Reactants: O=C([O-])[O-], CN(C)C=O, COc1ccccc1O, FC(F)(F)CI, [K+], [K+], O. Product: COc1ccccc1OCC(F)(F)F. RXN SMILES: [C:21](=[O:22])([O-:23])[O-:24].[CH3:1][N:2]([CH3:3])[CH:4]=[O:5].[CH3:6][O:7][c:8]1[cH:9][cH:10][cH:11][cH:12][c:13]1[OH:14].[F:15][C:16]([CH2:17][I:18])([F:19])[F:20].[K+:25].[K+:26].[OH2:27]>>[CH3:6][O:7][c:8]1[cH:9][cH:10][cH:11][cH:12][c:13]1[O:14][CH2:17][C:16]([F:15])([F:19])[F:20]. Reaction SMILES: [F:1][c:2]1[cH:3][cH:4][cH:5][c:6]2[c:7]1[CH2:8][CH2:9][CH:10]([n:19]1[n:20][n:21][c:22](-[c:24]3[cH:25][cH:26][c:27]([O:30][c:31]4[c:32]([CH3:33])[n:34][cH:35][cH:36][cH:37]4)[cH:28][cH:29]3)[cH:23]1)[C:11](=[O:18])[N:12]2[CH2:13][C:14]([F:15])([F:16])[F:17].[OH:38][c:39]1[cH:40][cH:41][c:42]([CH3:45])[n:43][cH:44]1>>[F:1][c:2]1[cH:3][cH:4][cH:5][c:6]2[c:7]1[CH2:8][CH2:9][CH:10]([n:19]1[n:20][n:21][c:22](-[c:24]3[cH:25][cH:26][c:27]([O:30][c:39]4[cH:40][cH:41][c:42]([CH3:45])[n:43][cH:44]4)[cH:28][cH:29]3)[cH:23]1)[C:11](=[O:18])[N:12]2[CH2:13][C:14]([F:15])([F:16])[F:17]. The product is Cc1ccc(Oc2ccc(-c3cn(C4CCc5c(F)cccc5N(CC(F)(F)F)C4=O)nn3)cc2)cn1. The reactants are Cc1ncccc1Oc1ccc(-c2cn(C3CCc4c(F)cccc4N(CC(F)(F)F)C3=O)nn2)cc1, Cc1ccc(O)cn1. Starting materials: [OH-].[Na+] (NaOH), C(C)OC1=CC(=NC=C1)NCCCOC=1C=CC2=C(CC3=C(C(C2)CC(=O)OCC)C=CC=C3)C1 (ethyl (±)-10,11-dihydro-3-[3-(4-ethoxypyridin-2-ylamino)-1-propyloxy]-5H-dibenzo[a,d]cycloheptene-10-acetate). The solvent is C(C)O (ethanol). Run at temperature 45 celsius, time 20 hour. Product: C(C)OC1=CC(=NC=C1)NCCCOC=1C=CC2=C(CC3=C(C(C2)CC(=O)O)C=CC=C3)C1 ((±)-10,11-Dihydro-3-[3-(4-ethoxypyridin-2-ylamino)-1-propyloxy]-5H-dibenzo[a,d]cycloheptene-10-acetic Acid). The yield is 91.5%. RXN SMILES: [OH-].[Na+].[CH2:3]([O:5][C:6]1[CH:11]=[CH:10][N:9]=[C:8]([NH:12][CH2:13][CH2:14][CH2:15][O:16][C:17]2[CH:18]=[CH:19][C:20]3[CH2:26][CH:25]([CH2:27][C:28]([O:30]CC)=[O:29])[C:24]4[CH:33]=[CH:34][CH:35]=[CH:36][C:23]=4[CH2:22][C:21]=3[CH:37]=2)[CH:7]=1)[CH3:4]>C(O)C>[CH2:3]([O:5][C:6]1[CH:11]=[CH:10][N:9]=[C:8]([NH:12][CH2:13][CH2:14][CH2:15][O:16][C:17]2[CH:18]=[CH:19][C:20]3[CH2:26][CH:25]([CH2:27][C:28]([OH:30])=[O:29])[C:24]4[CH:33]=[CH:34][CH:35]=[CH:36][C:23]=4[CH2:22][C:21]=3[CH:37]=2)[CH:7]=1)[CH3:4] |f:0.1|. Procedure details: 1.0 N NaOH (1.7 mL, 1.7 mmole) was added dropwise to a solution of ethyl (±)-10,11-dihydro-3-[3-(4-ethoxypyridin-2-ylamino)-1-propyloxy]-5H-dibenzo[a,d]cycloheptene-10-acetate (528.1 mg, 1.11 mmole) in absolute ethanol (11 mL) at RT, and the solution was warmed in an oil bath preset at 45° C. After 20 hr, the reaction was concentrated, and the residue was reconcentrated from H2O. The resulting residue was dissolved in H2O (10 mL) and the solution was filtered. The pH was adjusted to 7 with 1.0 N...